From a dataset of the Open Reaction Database (ORD), a public repository of structured organic reaction records. describe an organic reaction: reactants, conditions, products, and yield Reactants: C=CC#N, CO, NC1CCN(Cc2ccn3ncnc(Nc4ccc5c(cnn5Cc5cccc(F)c5)c4)c23)CC1. Yields the product N#CCCNC1CCN(Cc2ccn3ncnc(Nc4ccc5c(cnn5Cc5cccc(F)c5)c4)c23)CC1. RXN SMILES: [CH2:1]=[CH:2][C:3]#[N:4].[CH3:40][OH:41].[NH2:5][CH:6]1[CH2:7][CH2:8][N:9]([CH2:12][c:13]2[cH:14][cH:15][n:16]3[n:17][cH:18][n:19][c:20]([NH:22][c:23]4[cH:24][c:25]5[cH:26][n:27][n:28]([CH2:32][c:33]6[cH:34][c:35]([F:39])[cH:36][cH:37][cH:38]6)[c:29]5[cH:30][cH:31]4)[c:21]23)[CH2:10][CH2:11]1>>[CH2:1]([CH2:2][C:3]#[N:4])[NH:5][CH:6]1[CH2:7][CH2:8][N:9]([CH2:12][c:13]2[cH:14][cH:15][n:16]3[n:17][cH:18][n:19][c:20]([NH:22][c:23]4[cH:24][c:25]5[cH:26][n:27][n:28]([CH2:32][c:33]6[cH:34][c:35]([F:39])[cH:36][cH:37][cH:38]6)[c:29]5[cH:30][cH:31]4)[c:21]23)[CH2:10][CH2:11]1. Starting materials: C1COCCN1, CS(C)=O, O=C(NC1CCC(C(F)(F)F)CC1)c1cc([N+](=O)[O-])c(NCC(F)F)nc1OCC(F)F, [K+], [K+], O=C([O-])[O-], O. The product is O=C(NC1CCC(C(F)(F)F)CC1)c1cc([N+](=O)[O-])c(NCC(F)F)nc1C1CNCCO1. Reaction SMILES: [CH2:33]1[CH2:34][O:35][CH2:36][CH2:37][NH:38]1.[CH3:45][S:46]([CH3:47])=[O:48].[F:1][C:2]([CH:3]1[CH2:4][CH2:5][CH:6]([NH:9][C:10]([c:11]2[c:12]([O:25][CH2:26][CH:27]([F:28])[F:29])[n:13][c:14]([NH:20][CH2:21][CH:22]([F:23])[F:24])[c:15]([N+:17](=[O:18])[O-:19])[cH:16]2)=[O:30])[CH2:7][CH2:8]1)([F:31])[F:32].[K+:39].[K+:40].[O-:41][C:42]([O-:43])=[O:44].[OH2:49]>>[F:1][C:2]([CH:3]1[CH2:4][CH2:5][CH:6]([NH:9][C:10]([c:11]2[c:12]([CH:34]3[CH2:33][NH:38][CH2:37][CH2:36][O:35]3)[n:13][c:14]([NH:20][CH2:21][CH:22]([F:23])[F:24])[c:15]([N+:17](=[O:18])[O-:19])[cH:16]2)=[O:30])[CH2:7][CH2:8]1)([F:31])[F:32]. The reactants are C(C)(C)(C)NC1=NC2=C(C=CC=C2N=C1C)B1OC(C(O1)(C)C)(C)C (N-(tert-butyl)-3-methyl-8-(4,4,5,5-tetramethyl-1,3,2-dioxaborolan-2-yl)quinoxalin-2-amine), BrC=1NC=2CCCC(C2C1)=O (2-bromo-6,7-dihydro-1H-indol-4(5H)-one), K2PO4. The reagents and catalysts are C=1C=CC(=CC1)/C=C/C(=O)/C=C/C2=CC=CC=C2.C=1C=CC(=CC1)/C=C/C(=O)/C=C/C2=CC=CC=C2.C=1C=CC(=CC1)/C=C/C(=O)/C=C/C2=CC=CC=C2.[Pd].[Pd] (Pd2dba3). The solvent is O (water), O1CCOCC1 (dioxane), O (water). Conditions: temperature 105 celsius. Product: C(C)(C)(C)NC=1C(=NC2=CC=CC(=C2N1)C=1NC=2CCCC(C2C1)=O)C (2-(3-(tert-butylamino)-2-methylquinoxalin-5-yl)-6,7-dihydro-1H-indol-4(5H)-one). Yield: 77.0%. Reaction SMILES: [C:1]([NH:5][C:6]1[C:15]([CH3:16])=[N:14][C:13]2[C:8](=[C:9](B3OC(C)(C)C(C)(C)O3)[CH:10]=[CH:11][CH:12]=2)[N:7]=1)([CH3:4])([CH3:3])[CH3:2].Br[C:27]1[NH:28][C:29]2[CH2:30][CH2:31][CH2:32][C:33](=[O:36])[C:34]=2[CH:35]=1>O1CCOCC1.O.C1C=CC(/C=C/C(/C=C/C2C=CC=CC=2)=O)=CC=1.C1C=CC(/C=C/C(/C=C/C2C=CC=CC=2)=O)=CC=1.C1C=CC(/C=C/C(/C=C/C2C=CC=CC=2)=O)=CC=1.[Pd].[Pd]>[C:1]([NH:5][C:6]1[C:15]([CH3:16])=[N:14][C:13]2[C:8]([N:7]=1)=[C:9]([C:27]1[NH:28][C:29]3[CH2:30][CH2:31][CH2:32][C:33](=[O:36])[C:34]=3[CH:35]=1)[CH:10]=[CH:11][CH:12]=2)([CH3:2])([CH3:3])[CH3:4] |f:4.5.6.7.8|. Reported procedure: A mixture of N-(tert-butyl)-3-methyl-8-(4,4,5,5-tetramethyl-1,3,2-dioxaborolan-2-yl)quinoxalin-2-amine (174b) (222.6 mg, 0.652 mmol), 2-bromo-6,7-dihydro-1H-indol-4(5H)-one (303a; 209 mg, 0.978 mmol), K2PO4 (415 mg, 1.957 mmol), (Strem Chemicals, Inc., 31.1 mg, 0.065 mmol), and Pd2dba3 (Aldrich, 29.9 mg, 0.033 mmol) in a mixture of dioxane (4.5 mL) and water (0.900 mL) was heated under argon at 105° C. for 1 h. The reaction mixture was subsequently cooled to RT and diluted with water (30 mL). Th... Reactants: COC=1C=C(C=O)C=C(C1OC)OC (3,4,5-Trimethoxybenzaldehyde), COC(CCC(=O)OC)=O (succinic acid dimethyl ester). Yields the product COC(C/C(=C\C1=CC(=C(C(=C1)OC)OC)OC)/C(=O)OC)=O ((E)-3-methoxycarbonyl-4-(3,4,5-trimethoxyphenyl)-3-butenoic acid methyl ester). As a reaction SMILES: [CH3:1][O:2][C:3]1[CH:4]=[C:5]([CH:8]=[C:9]([O:13][CH3:14])[C:10]=1[O:11][CH3:12])[CH:6]=O.[CH3:15][O:16][C:17](=[O:24])[CH2:18][CH2:19][C:20]([O:22][CH3:23])=[O:21]>>[CH3:15][O:16][C:17](=[O:24])[CH2:18]/[C:19](/[C:20]([O:22][CH3:23])=[O:21])=[CH:6]\[C:5]1[CH:4]=[C:3]([O:2][CH3:1])[C:10]([O:11][CH3:12])=[C:9]([O:13][CH3:14])[CH:8]=1. Procedure details: 3,4,5-Trimethoxybenzaldehyde and succinic acid dimethyl ester are treated in the same manner as in Reference Example 1 to give (E)-3-methoxycarbonyl-4-(3,4,5-trimethoxyphenyl)-3-butenoic acid methyl ester as pale yellow syrup. Reactants: disulphide, CSSC (dimethyldisulphide), C(C)#N (acetonitrile), C1=CCCCC1 (cyclohexene), Ag Ag+, O (Water). The reagents and catalysts are F[B-](F)(F)F.C(CCC)[N+](CCCC)(CCCC)CCCC (Tetra-n-butyl ammonium fluoroborate), [Pt] (platinum). The product is C(C)(=O)NC1C(CCCC1)SC (2-acetamido 1-methylthio cyclohexane). As a reaction SMILES: CS[S:3][CH3:4].[CH:5]1[CH2:10][CH2:9][CH2:8][CH2:7][CH:6]=1.[OH2:11].[C:12](#[N:14])[CH3:13]>F[B-](F)(F)F.C([N+](CCCC)(CCCC)CCCC)CCC.[Pt]>[C:12]([NH:14][CH:5]1[CH2:10][CH2:9][CH2:8][CH2:7][CH:6]1[S:3][CH3:4])(=[O:11])[CH3:13] |f:4.5|. Procedure details: A mixture of dimethyldisulphide (96 mg) in acetonitrile containing cyclohexene (405 mg) was placed in a conventional H-type electrolytic cell. The cell was provided with a number 4 sintered glass frit as divider and with 1 sq. cm. platinum mesh cathode and anode. The potential measurement was made with respect to a Ag/Ag+ (0.01 M) reference electrode. Tetra-n-butyl ammonium fluoroborate (0.1 M) was added as electrolyte. A constant potential of 1.20 volts was maintained at the anode with a potent... The reactants are C=CCC1(c2ccc(F)cc2)CCN(C(C)c2ccc(Br)cc2)C(=O)O1, CN1CCNCC1, Cc1ccccc1, O=C(C=Cc1ccccc1)C=Cc1ccccc1, O=C(C=Cc1ccccc1)C=Cc1ccccc1, O=C(C=Cc1ccccc1)C=Cc1ccccc1, [Pd], [Pd], c1ccc(P(c2ccccc2)c2ccc3ccccc3c2-c2c(P(c3ccccc3)c3ccccc3)ccc3ccccc23)cc1. The product is C=CCC1(c2ccc(F)cc2)CCN(C(C)c2ccc(N3CCN(C)CC3)cc2)C(=O)O1. As a reaction SMILES: [CH2:1]([CH:2]=[CH2:3])[C:4]1([c:20]2[cH:21][cH:22][c:23]([F:26])[cH:24][cH:25]2)[CH2:5][CH2:6][N:7]([CH:11]([CH3:12])[c:13]2[cH:14][cH:15][c:16]([Br:19])[cH:17][cH:18]2)[C:8](=[O:10])[O:9]1.[CH3:27][N:28]1[CH2:29][CH2:30][NH:31][CH2:32][CH2:33]1.[CH3:80][c:81]1[cH:82][cH:83][cH:84][cH:85][cH:86]1.[O:107]=[C:108]([CH:109]=[CH:110][c:111]1[cH:112][cH:113][cH:114][cH:115][cH:116]1)[CH:117]=[CH:118][c:119]1[cH:120][cH:121][cH:122][cH:123][cH:124]1.[O:125]=[C:126]([CH:127]=[CH:128][c:129]1[cH:130][cH:131][cH:132][cH:133][cH:134]1)[CH:135]=[CH:136][c:137]1[cH:138][cH:139][cH:140][cH:141][cH:142]1.[O:89]=[C:90]([CH:91]=[CH:92][c:93]1[cH:94][cH:95][cH:96][cH:97][cH:98]1)[CH:99]=[CH:100][c:101]1[cH:102][cH:103][cH:104][cH:105][cH:106]1.[Pd:87].[Pd:88].[cH:34]1[cH:35][cH:36][c:37]([P:38]([c:39]2[cH:40][cH:41][c:42]3[c:43]([cH:44][cH:45][cH:46][cH:47]3)[c:48]2-[c:49]2[c:50]3[c:51]([cH:52][cH:53][cH:54][cH:55]3)[cH:56][cH:57][c:58]2[P:59]([c:60]2[cH:61][cH:62][cH:63][cH:64][cH:65]2)[c:66]2[cH:67][cH:68][cH:69][cH:70][cH:71]2)[c:72]2[cH:73][cH:74][cH:75][cH:76][cH:77]2)[cH:78][cH:79]1>>[CH2:1]([CH:2]=[CH2:3])[C:4]1([c:20]2[cH:21][cH:22][c:23]([F:26])[cH:24][cH:25]2)[CH2:5][CH2:6][N:7]([CH:11]([CH3:12])[c:13]2[cH:14][cH:15][c:16]([N:31]3[CH2:30][CH2:29][N:28]([CH3:27])[CH2:33][CH2:32]3)[cH:17][cH:18]2)[C:8](=[O:10])[O:9]1. Reactants: BrC=1C=NC=C(C(=O)N=[S@](C2=CC=CC=C2)(=O)C)C1 ((S)-5-bromo-N-[methyl(oxido)phenyl--sulfanylidene]nicotinamide), CN1N=C(C=C1NC(C1=CC(=CC=C1)C#C)=O)C (N-(1,3-dimethyl-1H-pyrazol-5-yl)-3-ethynylbenzamide). Yields the product CN1N=C(C=C1NC(=O)C=1C=C(C=CC1)C#CC=1C=NC=C(C(=O)N=[S@](C2=CC=CC=C2)(=O)C)C1)C ((S)-5-[(3-{[(1,3-dimethyl-1H-pyrazol-5-yl)amino]carbonyl}phenyl)ethynyl]-N-[methyl(oxido)phenyl--sulfanylidene]nicotinamide). Isolated yield 60.6%. RXN SMILES: Br[C:2]1[CH:3]=[N:4][CH:5]=[C:6]([CH:19]=1)[C:7]([N:9]=[S@@:10]([CH3:18])(=[O:17])[C:11]1[CH:16]=[CH:15][CH:14]=[CH:13][CH:12]=1)=[O:8].[CH3:20][N:21]1[C:25]([NH:26][C:27](=[O:36])[C:28]2[CH:33]=[CH:32][CH:31]=[C:30]([C:34]#[CH:35])[CH:29]=2)=[CH:24][C:23]([CH3:37])=[N:22]1>>[CH3:20][N:21]1[C:25]([NH:26][C:27]([C:28]2[CH:29]=[C:30]([C:34]#[C:35][C:2]3[CH:3]=[N:4][CH:5]=[C:6]([CH:19]=3)[C:7]([N:9]=[S@@:10]([CH3:18])(=[O:17])[C:11]3[CH:16]=[CH:15][CH:14]=[CH:13][CH:12]=3)=[O:8])[CH:31]=[CH:32][CH:33]=2)=[O:36])=[CH:24][C:23]([CH3:37])=[N:22]1. Reported procedure: In a manner similar to that described in Example 460 (step 2), (S)-5-bromo-N-[methyl(oxido)phenyl--sulfanylidene]nicotinamide (0.141 g, 0.418 mmol) and N-(1,3-dimethyl-1H-pyrazol-5-yl)-3-ethynylbenzamide (0.1 g, 0.418 mmol) were reacted to give the title compound (0.126 g, 61%). Reactants: COC(C1=CC=C(C=C1)N)=O (4-amino-benzoic acid methyl ester), N1=CC=CC=C1 (pyridine), CS(=O)(=O)C1=CC=C(C=C1)S(=O)(=O)Cl (4-methanesulfonyl benzenesulfonyl chloride). Solvent: C(C)(=O)OCC (ethyl acetate), ClCCl (dichloromethane). Product: COC(C1=CC=C(C=C1)NS(=O)(=O)C1=CC=C(C=C1)S(=O)(=O)C)=O (4-(4-Methanesulfonyl-benzenesulfonylamino)-benzoic acid methyl ester). Isolated yield 86.8%. Reaction SMILES: [CH3:1][O:2][C:3](=[O:11])[C:4]1[CH:9]=[CH:8][C:7]([NH2:10])=[CH:6][CH:5]=1.N1C=CC=CC=1.[CH3:18][S:19]([C:22]1[CH:27]=[CH:26][C:25]([S:28](Cl)(=[O:30])=[O:29])=[CH:24][CH:23]=1)(=[O:21])=[O:20]>ClCCl.C(OCC)(=O)C>[CH3:1][O:2][C:3](=[O:11])[C:4]1[CH:9]=[CH:8][C:7]([NH:10][S:28]([C:25]2[CH:24]=[CH:23][C:22]([S:19]([CH3:18])(=[O:21])=[O:20])=[CH:27][CH:26]=2)(=[O:30])=[O:29])=[CH:6][CH:5]=1. Procedure details: To a stirring solution of 4-amino-benzoic acid methyl ester (0.594 g, 3.93 mmol) in a mixture of dichloromethane (15 mL)/pyridine (15 mL) is added 4-methanesulfonyl benzenesulfonyl chloride (1.0 g, 3.93 mmol) and the mixture is allowed to react for 6 h at ambient temperature. The reaction is diluted with ethyl acetate and washed with 1N HCl. The organic layer is separated and dried over sodium sulfate, filtered, and concentrated to give 1.26 g (87%) of the title compound. MS (ES−) (m/e) 368.0 (M... Reactants: COC1=CC=C(C(=O)NCC[C@H](C(=O)O)O)C=C1 ((R)-4-(p-methoxybenzoylamino)-2-hydroxy-butyric acid). Run in FC(C(=O)OC(C(F)(F)F)=O)(F)F (trifluoroacetic acid anhydride), FC(C(=O)[O-])(F)F.[Na+] (sodium trifluoroacetate). Product: COC1=CC=C(C(=O)N2C([C@@H](CC2)O)=O)C=C1 ((R)-1-(p-methoxybenzoyl)-3-hydroxy-2-pyrrolidinone). As a reaction SMILES: [CH3:1][O:2][C:3]1[CH:18]=[CH:17][C:6]([C:7]([NH:9][CH2:10][CH2:11][C@@H:12]([OH:16])[C:13](O)=[O:14])=[O:8])=[CH:5][CH:4]=1>FC(F)(F)C(OC(=O)C(F)(F)F)=O.FC(F)(F)C([O-])=O.[Na+]>[CH3:1][O:2][C:3]1[CH:18]=[CH:17][C:6]([C:7]([N:9]2[CH2:10][CH2:11][C@@H:12]([OH:16])[C:13]2=[O:14])=[O:8])=[CH:5][CH:4]=1 |f:2.3|. Procedure details: 1.05 g of (R)-4-(p-methoxybenzoylamino)-2-hydroxy-butyric acid are boiled at reflux for 48 hours while stirring in 8.5 ml of trifluoroacetic acid anhydride and 0.2 g of sodium trifluoroacetate. After evaporation of the mixture, the residue is shaken twice with toluene and the toluene is then removed by evaporation in vacuo. The residue, containing (R)-1-(p-methoxybenzoyl)-2-oxo-3-pyrrolidinyl-trifluoroacetate, is boiled at reflux for 30 minutes in absolute methanol. After evaporation of the meth... Reaction SMILES: [OH:1]N1C2C=CC=CC=2N=N1.C([N:14]=[C:15]=[N:16][CH:17]([CH3:19])C)(C)C.[C:20]1([CH2:30][N:31]2[CH2:51][CH2:50][C:34]3([N:38]([C:39]4[CH:44]=[CH:43][CH:42]=[CH:41][CH:40]=4)[CH2:37][N:36]([CH2:45][C:46](O)=[O:47])[C:35]3=[O:49])[CH2:33][CH2:32]2)[C:29]2[C:24](=[CH:25][CH:26]=[CH:27][CH:28]=2)[CH:23]=[CH:22][CH:21]=1.C[N:53](C)[CH:54]=[O:55].[NH:57]1CCC[CH2:59][CH2:58]1>>[C:20]1([CH2:30][N:31]2[CH2:51][CH2:50][C:34]3([N:38]([C:39]4[CH:44]=[CH:43][CH:42]=[CH:41][CH:40]=4)[CH2:37][N:36]([CH2:45][C:46]([NH:57][C@@H:58]([CH2:59][CH2:19][CH2:17][NH:16][C:15]([NH2:14])=[O:1])[C:54]([NH2:53])=[O:55])=[O:47])[C:35]3=[O:49])[CH2:33][CH2:32]2)[C:29]2[C:24](=[CH:25][CH:26]=[CH:27][CH:28]=2)[CH:23]=[CH:22][CH:21]=1 |f:3.4|. The product is C1(=CC=CC2=CC=CC=C12)CN1CCC2(C(N(CN2C2=CC=CC=C2)CC(=O)N[C@H](C(=O)N)CCCNC(=O)N)=O)CC1 (2-(S)-[2-(8-Naphthalen-1-ylmethyl-4-oxo1-phenyl-1,3,8-triaza-spiro[4.5]dec-3-yl)-acetylamino]-5ureido-pentanoic acid amide). Reaction conditions: time 30 minute. Procedure details: Rink Amide (AM) resin (Novabiochem) (0.200 g, 0.138 mmol) was suspended in dimethylformamide/piperidine (80/20) (8 ml) and shaken for 30 min at room temperature. The resin was filtered and rinsed with dimethylformamide (8 ml) and again suspended in dimethylformamide/piperidine (80/20) (8 ml) and shaken for 30 min at room temperature; the resin was washed as follows: 3×dimethylformamide/water (90/10) (8 ml), 3×dimethylformamide (8 ml), 3×dichloromethane (8 ml). The resin was suspended in dimethyl... Starting materials: CN(C=O)C.N1CCCCC1 (dimethylformamide piperidine), Amide, C(C)(C)N=C=NC(C)C (N,N′-diisopropylcarbodiimide), Fmoc-L-2-amino-5-ureido-n-valeric acid, ON1N=NC2=C1C=CC=C2 (1-hydroxybenzotriazole), C1(=CC=CC2=CC=CC=C12)CN1CCC2(C(N(CN2C2=CC=CC=C2)CC(=O)O)=O)CC1 ((8-naphthalen-1-ylmethyl-4-oxo-1-phenyl-1,3,8-triaza-spiro[4.5]dec-3-yl)-acetic acid), ON1N=NC2=C1C=CC=C2 (1-hydroxybenzotriazole), C(C)(C)N=C=NC(C)C (N,N′-diisopropylcarbodiimide).